From a dataset of the Open Reaction Database (ORD), a public repository of structured organic reaction records. describe an organic reaction: reactants, conditions, products, and yield Reactants: Cl (HCl), ClC1=NC(=NC=C1)NC1=CC(=CC=C1)C=1N=C(SC1)C (4-chloro-N-(3-(2-methylthiazol-4-yl)phenyl)pyrimidin-2-amine), CN(CCCN)C (N1,N1-dimethylpropane-1,3-diamine), C(C)(C)N(CC)C(C)C (diisopropylethylamine). Solvent: CCOCC (Et2O), O1CCOCC1 (dioxane), C1CCOC1 (THF), CO (MeOH). Yields the product Cl.CN(CCCNC1=NC(=NC=C1)NC1=CC(=CC=C1)C=1N=C(SC1)C)C (N4-(3-(dimethylamino)propyl)-N2-(3-(2-methylthiazol-4-yl)phenyl)pyrimidine-2,4-diamine hydrochloride). RXN SMILES: [Cl:1][C:2]1[CH:7]=[CH:6][N:5]=[C:4]([NH:8][C:9]2[CH:14]=[CH:13][CH:12]=[C:11]([C:15]3[N:16]=[C:17]([CH3:20])[S:18][CH:19]=3)[CH:10]=2)[N:3]=1.[CH3:21][N:22]([CH3:27])[CH2:23][CH2:24][CH2:25][NH2:26].C(N(C(C)C)CC)(C)C.Cl>C1COCC1.CO.O1CCOCC1.CCOCC>[ClH:1].[CH3:21][N:22]([CH3:27])[CH2:23][CH2:24][CH2:25][NH:26][C:2]1[CH:7]=[CH:6][N:5]=[C:4]([NH:8][C:9]2[CH:14]=[CH:13][CH:12]=[C:11]([C:15]3[N:16]=[C:17]([CH3:20])[S:18][CH:19]=3)[CH:10]=2)[N:3]=1 |f:8.9|. Reported procedure: 4-chloro-N-(3-(2-methylthiazol-4-yl)phenyl)pyrimidin-2-amine, 12, (400 mg, 1.30 mmol), N1,N1-dimethylpropane-1,3-diamine (0.25 mL, 2.0 mmol), and diisopropylethylamine (0.46 mL, 2.6 mmol) are dissolved in THF (10 mL) and heated to reflux for 20 hours. The reaction is cooled to room temperature and partitioned between EtOAc and water. The organic layer is dried (MgSO4), concentrated in vacuo, and purified over silica (5% MeOH ramped to 6% MeOH in CH2Cl2 with 0.7% added triethylamine) to give an o... RXN SMILES: [Cl:1][C:2]1[C:3]([N:8]2[C:12]([C:13]3[O:22][C:21](=[O:23])[C:20]4[C:15](=[C:16]([CH3:27])[CH:17]=[C:18]5[CH:26]=[N:25][NH:24][C:19]5=4)[N:14]=3)=[CH:11][C:10]([O:28][CH3:29])=[N:9]2)=[N:4][CH:5]=[CH:6][CH:7]=1.[CH:30]([NH2:33])([CH3:32])[CH3:31]>C(#N)C.O>[CH:30]([NH:33][C:21]([C:20]1[C:15]([NH:14][C:13]([C:12]2[N:8]([C:3]3[C:2]([Cl:1])=[CH:7][CH:6]=[CH:5][N:4]=3)[N:9]=[C:10]([O:28][CH3:29])[CH:11]=2)=[O:22])=[C:16]([CH3:27])[CH:17]=[C:18]2[C:19]=1[NH:24][N:25]=[CH:26]2)=[O:23])([CH3:32])[CH3:31] |f:2.3|. Procedure: To a mixture of 500 mg of the above 7-[2-(3-chloro-pyridin-2-yl)-5-methoxy-2H-pyrazol-3-yl]-5-methyl-1H-8-oxa-1,2,6-triaza-cyclopenta[a]naphthalen-9-one in 10 mL of 4:1 (v/v) mixture of acetonitrile/water is added 1.0 mL (12.2 mmol) of isopropylamine. The reaction mixture is stirred during 1 hour at ambient temperature and for 2.5 hours at 60° C. and then concentrated in vacuo. The residue is taken-up with brine and tert-butylmethylether. The phases are separated and the aqueous layer is washed ... Conditions: temperature 60 celsius, time 2.5 hour. Run in C(C)#N.O (acetonitrile water). Yields the product C(C)(C)NC(=O)C=1C(=C(C=C2C=NNC12)C)NC(=O)C=1N(N=C(C1)OC)C1=NC=CC=C1Cl (6-{[2-(3-chloro-pyridin-2-yl)-5-methoxy-2H-pyrazole-3-carbonyl]-amino}-5-methyl-1H-indazole-7-carboxylic acid isopropylamide). Reactants: ClC=1C(=NC=CC1)N1N=C(C=C1C1=NC2=C(C=C3C(=C2C(O1)=O)NN=C3)C)OC (7-[2-(3-chloro-pyridin-2-yl)-5-methoxy-2H-pyrazol-3-yl]-5-methyl-1H-8-oxa-1,2,6-triaza-cyclopenta[a]naphthalen-9-one), C(C)(C)N (isopropylamine). Starting materials: C(C(=C)C)(=O)OC (methyl methacrylate), C(CCCCCCC)S (n-octylmercaptan), C(C=C)(=O)OC (methyl acrylate), 1,1-di-t-butylperoxy-3,3,5-trimethyl cyclohexane. Solvent: C=1(C(=CC=CC1)C)C (xylene). Product: C(C(=C)C)(=O)OC.C(C=C)(=O)OC (methyl methacrylate methyl acrylate). As a reaction SMILES: [C:1]([O:6][CH3:7])(=[O:5])[C:2]([CH3:4])=[CH2:3].[C:8]([O:12][CH3:13])(=[O:11])[CH:9]=[CH2:10].C(S)CCCCCCC>C1(C)C(C)=CC=CC=1>[C:1]([O:6][CH3:7])(=[O:5])[C:2]([CH3:4])=[CH2:3].[C:8]([O:12][CH3:13])(=[O:11])[CH:9]=[CH2:10] |f:4.5|. Reported procedure: To a monomer mixture including 89.2 parts by mass of methyl methacrylate, 5.8 parts by mass of methyl acrylate and 5 parts by mass of xylene, 0.0294 part by mass of 1,1-di-t-butylperoxy-3,3,5-trimethyl cyclohexane and 0.115 part by mass of n-octylmercaptan were added and uniformly mixed therein. The solution was continuously supplied to a sealed type pressure resistant reactor having an inner volume of 10 L. Polymerization reaction is carried out at an average temperature of 130° C. for an avera... Reactants: CC(C(=O)O)(C)OC1=CC=CC=C1 (2-methyl-2-phenoxypropionic acid), [Si](C)(C)(C(C)(C)C)O[C@@H]1C=C2C=C[C@@H]([C@@H]([C@H]2[C@H](C1)O)CC[C@@H]1C[C@H](CC(O1)=O)O[Si](C)(C)C(C)(C)C)C ((4R,6R)-6-{(1S,2S,6S,8S,8aR)-2-[1,2,6,7,8,8a-hexahydro-6-t-butyldimethylsilyloxy-8-hydroxy-2-methyl-1-naphthyl]ethyl}tetrahydro-4-t-butyldimethylsilyloxy-2H-pyran-2-one). The product is [Si](C)(C)(C(C)(C)C)O[C@@H]1C=C2C=C[C@@H]([C@@H]([C@H]2[C@H](C1)OC(C(C)(OC1=CC=CC=C1)C)=O)CC[C@@H]1C[C@H](CC(O1)=O)O[Si](C)(C)C(C)(C)C)C ((4R,6R)-6-{(1S,2S,6S,8S,8aR)-2-[1,2,6,7,8,8a-Hexahydro-6-t-butyldimethylsilyloxy-8-(2-methyl-2-phenoxypropionyloxy)-2-methyl-1-naphthyl]ethyl}tetrahydro-4-t-butyldimethylsilyloxy-2H-pyran-2-one). The yield is 87.3%. As a reaction SMILES: [CH3:1][C:2]([O:7][C:8]1[CH:13]=[CH:12][CH:11]=[CH:10][CH:9]=1)([CH3:6])[C:3]([OH:5])=[O:4].[Si:14]([O:21][C@H:22]1[CH2:31][C@H:30](O)[C@H:29]2[C:24]([CH:25]=[CH:26][C@H:27]([CH3:50])[C@@H:28]2[CH2:33][CH2:34][C@H:35]2[O:40][C:39](=[O:41])[CH2:38][C@H:37]([O:42][Si:43]([C:46]([CH3:49])([CH3:48])[CH3:47])([CH3:45])[CH3:44])[CH2:36]2)=[CH:23]1)([C:17]([CH3:20])([CH3:19])[CH3:18])([CH3:16])[CH3:15]>>[Si:14]([O:21][C@H:22]1[CH2:31][C@H:30]([O:4][C:3](=[O:5])[C:2]([CH3:1])([O:7][C:8]2[CH:13]=[CH:12][CH:11]=[CH:10][CH:9]=2)[CH3:6])[C@H:29]2[C:24]([CH:25]=[CH:26][C@H:27]([CH3:50])[C@@H:28]2[CH2:33][CH2:34][C@H:35]2[O:40][C:39](=[O:41])[CH2:38][C@H:37]([O:42][Si:43]([C:46]([CH3:49])([CH3:48])[CH3:47])([CH3:44])[CH3:45])[CH2:36]2)=[CH:23]1)([C:17]([CH3:18])([CH3:19])[CH3:20])([CH3:16])[CH3:15]. Procedure: A procedure similar to that described in Example 10, above, was followed, but using 654 mg of 2-methyl-2-phenoxypropionic acid and 1.0 g of (4R,6R)-6-{(1S,2S,6S,8S,8aR)-2-[1,2,6,7,8,8a-hexahydro-6-t-butyldimethylsilyloxy-8-hydroxy-2-methyl-1-naphthyl]ethyl}tetrahydro-4-t-butyldimethylsilyloxy-2H-pyran-2-one [prepared as described in Example B, above], to give 1.13 g of the title compound as a colorless foam.